describe an organic reaction: reactants, conditions, products, and yield From a dataset of the Open Reaction Database (ORD), a public repository of structured organic reaction records. Procedure details: The mono-diallylamide (9) (6.56 g, 10 mmol) was dissolved in anhydrous DCM (10 ml), and stirred. The acetoxy acetyl chloride (2.1 ml, 20 mmol) was added to the solution, and heated to 40° C. for 3 days. The solvent was removed at reduced pressure and the reaction mixture was absorbed onto silica gel. The crude mixture was separated by silica gel chromatography 10% EtOAc/Petrol=>100% EtOAc over 11 CVs. The main peak was collected, concentrated at reduced pressure and analysed by both LCMS (m/z 75... Starting materials: NC=1C(=C(C(=O)Cl)C(=C(C1I)C(N(CC=C)CC=C)=O)I)I (3-Amino-5-diallylcarbamoyl-2,4,6-triiodo-benzoyl chloride), C(C)(=O)OCC(=O)Cl (acetoxy acetyl chloride). Yields the product ClC(=O)C=1C(=C(C(=C(C1I)C(N(CC=C)CC=C)=O)I)NC(=O)COC(C)=O)I (acetic acid (3-chlorocarbonyl-5-diallylcarbamoyl-2,4,6-triiodo-phenylcarbamoyl)-methyl ester). The solvent is C(Cl)Cl (DCM). Reaction conditions: temperature 40 celsius. RXN SMILES: [NH2:1][C:2]1[C:3]([I:22])=[C:4]([C:8]([I:21])=[C:9]([C:12](=[O:20])[N:13]([CH2:17][CH:18]=[CH2:19])[CH2:14][CH:15]=[CH2:16])[C:10]=1[I:11])[C:5]([Cl:7])=[O:6].[C:23]([O:26][CH2:27][C:28](Cl)=[O:29])(=[O:25])[CH3:24]>C(Cl)Cl>[Cl:7][C:5]([C:4]1[C:3]([I:22])=[C:2]([NH:1][C:28]([CH2:27][O:26][C:23](=[O:25])[CH3:24])=[O:29])[C:10]([I:11])=[C:9]([C:12](=[O:20])[N:13]([CH2:14][CH:15]=[CH2:16])[CH2:17][CH:18]=[CH2:19])[C:8]=1[I:21])=[O:6].